Dataset: the Open Reaction Database (ORD), a public repository of structured organic reaction records. Task: describe an organic reaction: reactants, conditions, products, and yield Reactants: O (water), C(C)(C)[N-]C(C)C.[Li+] (lithium diisopropylamide), ClC(=O)OC (methyl chloroformate), FC1=C(C=CC=C1)C1=NOC2=C1C(CCC2)=O (6,7-dihydro-3-(2-fluorophenyl)-1,2-benzisoxazol-4(5H)-one). Run in C(C)(=O)OCC (ethyl acetate), O1CCCC1 (tetrahydrofuran). Run at temperature -78 celsius. The product is C(=O)(OC)C1CCC2=C(C(=NO2)C2=C(C=CC=C2)F)C1=O (5-Carbomethoxy-6,7-dihydro-3-(2-fluorophenyl)-1,2-benzisoxazol-4(5H)-one). RXN SMILES: [F:1][C:2]1[CH:7]=[CH:6][CH:5]=[CH:4][C:3]=1[C:8]1[C:12]2[C:13](=[O:17])[CH2:14][CH2:15][CH2:16][C:11]=2[O:10][N:9]=1.C([N-]C(C)C)(C)C.[Li+].Cl[C:27]([O:29][CH3:30])=[O:28].O>O1CCCC1.C(OCC)(=O)C>[C:27]([CH:14]1[C:13](=[O:17])[C:12]2[C:8]([C:3]3[CH:4]=[CH:5][CH:6]=[CH:7][C:2]=3[F:1])=[N:9][O:10][C:11]=2[CH2:16][CH2:15]1)([O:29][CH3:30])=[O:28] |f:1.2|. Reported procedure: In a 600 ml anhydrous tetrahydrofuran was dissolved 6,7-dihydro-3-(2-fluorophenyl)-1,2-benzisoxazol-4(5H)-one (20.0 g) under nitrogen. The solution was cooled to -78° C. and 87 ml lithium diisopropylamide was added dropwise. The resulting solution was stirred for ten minutes at -78° C. and 8.7 ml methyl chloroformate was added. Upon warming to room temperature, the reaction mixture was poured into water and ethyl acetate. The layers were separated and the aqueous phase was extracted three times ... Starting materials: F[B-](F)(F)F, CCOC(=O)c1cc2cc(C(=O)O)ccc2[nH]1, CN(C)C=O, C1CCC(N2CCNCC2)C1, CCN(C(C)C)C(C)C, CN(C)C(On1nnc2ccccc21)=[N+](C)C. The product is CCOC(=O)c1cc2cc(C(=O)N3CCN(C4CCCC4)CC3)ccc2[nH]1. As a reaction SMILES: [B-:18]([F:19])([F:20])([F:21])[F:22].[CH3:1][CH2:2][O:3][C:4](=[O:5])[c:6]1[nH:7][c:8]2[cH:9][cH:10][c:11]([C:15](=[O:16])[OH:17])[cH:12][c:13]2[cH:14]1.[CH3:60][N:61]([CH3:62])[CH:63]=[O:64].[CH:40]1([N:45]2[CH2:46][CH2:47][NH:48][CH2:49][CH2:50]2)[CH2:41][CH2:42][CH2:43][CH2:44]1.[CH:51]([N:52]([CH2:53][CH3:54])[CH:55]([CH3:56])[CH3:57])([CH3:58])[CH3:59].[n:23]1([O:24][C:25]([N:26]([CH3:27])[CH3:28])=[N+:29]([CH3:30])[CH3:31])[c:32]2[cH:33][cH:34][cH:35][cH:36][c:37]2[n:38][n:39]1>>[CH3:1][CH2:2][O:3][C:4](=[O:5])[c:6]1[nH:7][c:8]2[cH:9][cH:10][c:11]([C:15](=[O:17])[N:48]3[CH2:47][CH2:46][N:45]([CH:40]4[CH2:41][CH2:42][CH2:43][CH2:44]4)[CH2:50][CH2:49]3)[cH:12][c:13]2[cH:14]1. The reactants are COC(C(C1=CC=C(C=C1)SCCOC1=C(C=CC=C1C)COC(C(CC)(C)C)=O)=O)=O (4-[[2-[2-[(2,2-dimethyl-1-oxobutoxy)methyl]-6-methylphenoxy]ethyl]thio]-alpha-oxobenzeneacetic acid methyl ester), [OH-].[Na+] (sodium hydroxide). The solvent is CO (methanol), O1CCCC1 (tetrahydrofuran), O (water). Product: CC(C(OCC1=C(OCCSC2=CC=C(C=C2)C(C(=O)O)=O)C(=CC=C1)C)=O)(CC)C (4-[[2-[2-[(2,2-dimethyl -1-oxobutoxy)methyl]-6-methylphenoxy]ethyl]thio]-alpha-oxobenzeneacetic acid). As a reaction SMILES: C[O:2][C:3](=[O:32])[C:4](=[O:31])[C:5]1[CH:10]=[CH:9][C:8]([S:11][CH2:12][CH2:13][O:14][C:15]2[C:20]([CH3:21])=[CH:19][CH:18]=[CH:17][C:16]=2[CH2:22][O:23][C:24](=[O:30])[C:25]([CH3:29])([CH3:28])[CH2:26][CH3:27])=[CH:7][CH:6]=1.[OH-].[Na+]>CO.O1CCCC1.O>[CH3:28][C:25]([CH3:29])([CH2:26][CH3:27])[C:24](=[O:30])[O:23][CH2:22][C:16]1[CH:17]=[CH:18][CH:19]=[C:20]([CH3:21])[C:15]=1[O:14][CH2:13][CH2:12][S:11][C:8]1[CH:9]=[CH:10][C:5]([C:4](=[O:31])[C:3]([OH:32])=[O:2])=[CH:6][CH:7]=1 |f:1.2|. Procedure: A solution of 4-[[2-[2-[(2,2-dimethyl-1-oxobutoxy)methyl]-6-methylphenoxy]ethyl]thio]-alpha-oxobenzeneacetic acid methyl ester (1.9 g) in warm methanol (10 mL) and tetrahydrofuran (5 mL) was treated with 1N sodium hydroxide (5 mL) and after 10 minutes the mixture was diluted with water and concentrated to remove the organic solvents. The residue was acidified with excess hydrochloric acid and extracted with dichloromethane containing a little tetrahydrofuran. The organic layer was washed with wa... The reactants are CCSC1=NC(=O)C(=Cc2ccc3c(cnn3Cc3ccc(C(F)(F)F)cc3C(F)(F)F)c2)S1, O=C(O)C1CCNCC1. The product is O=C1N=C(N2CCC(C(=O)O)CC2)SC1=Cc1ccc2c(cnn2Cc2ccc(C(F)(F)F)cc2C(F)(F)F)c1. RXN SMILES: [F:1][C:2]([c:3]1[c:4]([CH2:5][n:6]2[n:7][cH:8][c:9]3[cH:10][c:11]([CH:15]=[C:16]4[C:17](=[O:24])[N:18]=[C:19]([S:21][CH2:22][CH3:23])[S:20]4)[cH:12][cH:13][c:14]23)[cH:25][cH:26][c:27]([C:29]([F:30])([F:31])[F:32])[cH:28]1)([F:33])[F:34].[NH:35]1[CH2:36][CH2:37][CH:38]([C:41](=[O:42])[OH:43])[CH2:39][CH2:40]1>>[F:1][C:2]([c:3]1[c:4]([CH2:5][n:6]2[n:7][cH:8][c:9]3[cH:10][c:11]([CH:15]=[C:16]4[C:17](=[O:24])[N:18]=[C:19]([N:35]5[CH2:36][CH2:37][CH:38]([C:41](=[O:42])[OH:43])[CH2:39][CH2:40]5)[S:20]4)[cH:12][cH:13][c:14]23)[cH:25][cH:26][c:27]([C:29]([F:30])([F:31])[F:32])[cH:28]1)([F:33])[F:34]. The reactants are ClCCl, CS(C)=O, COc1ccc(-n2nc(C)cc2C(=O)O)cc1, NC1CCCCC1. Yields the product COc1ccc(-n2nc(C)cc2C(=O)NC2CCCCC2)cc1. Reaction SMILES: [CH2:29]([Cl:30])[Cl:31].[CH3:18][S:19]([CH3:20])=[O:21].[CH3:1][O:2][c:3]1[cH:4][cH:5][c:6](-[n:9]2[n:10][c:11]([CH3:17])[cH:12][c:13]2[C:14](=[O:15])[OH:16])[cH:7][cH:8]1.[NH2:22][CH:23]1[CH2:24][CH2:25][CH2:26][CH2:27][CH2:28]1>>[CH3:1][O:2][c:3]1[cH:4][cH:5][c:6](-[n:9]2[n:10][c:11]([CH3:17])[cH:12][c:13]2[C:14](=[O:16])[NH:22][CH:23]2[CH2:24][CH2:25][CH2:26][CH2:27][CH2:28]2)[cH:7][cH:8]1. Reactants: ClC(=O)OC(C)Cl (1-Chloroethyl chloroformate), C(C1=CC=CC=C1)N1CC=2N=C(N=C(C2CC1)NC1=CC=C(C=C1)C(F)(F)F)COC (7-Benzyl-N-(4-(trifluoromethyl)phenyl)-5,6,7,8-tetrahydro-2-(methoxymethyl)pyrido[3,4-d]pyrimidin-4-amine), C(C)(C)N(CC)C(C)C (diisopropylethyl amine). Run in ClCCCl (1,2-dichloroethane). Conditions: temperature 60 celsius, time 2 hour. Product: FC(C1=CC=C(C=C1)NC=1C2=C(N=C(N1)COC)CNCC2)(F)F (N-(4-(Trifluoromethyl)phenyl)-5,6,7,8-tetrahydro-2-(methoxymethyl)pyrido[3,4-d]pyrimidin-4-amine). As a reaction SMILES: ClC(OC(Cl)C)=O.C([N:15]1[CH2:24][CH2:23][C:22]2[C:21]([NH:25][C:26]3[CH:31]=[CH:30][C:29]([C:32]([F:35])([F:34])[F:33])=[CH:28][CH:27]=3)=[N:20][C:19]([CH2:36][O:37][CH3:38])=[N:18][C:17]=2[CH2:16]1)C1C=CC=CC=1.C(N(C(C)C)CC)(C)C>ClCCCl>[F:35][C:32]([F:33])([F:34])[C:29]1[CH:30]=[CH:31][C:26]([NH:25][C:21]2[C:22]3[CH2:23][CH2:24][NH:15][CH2:16][C:17]=3[N:18]=[C:19]([CH2:36][O:37][CH3:38])[N:20]=2)=[CH:27][CH:28]=1. Procedure details: 1-Chloroethyl chloroformate (543 mg, 3.8 mmol) was added dropwise to a mixture of 7-benzyl-N-(4-(trifluoromethyl)phenyl)-5,6,7,8-tetrahydro-2-(methoxymethyl)pyrido[3,4-d]pyrimidin-4-amine from Example 31 (820 mg, 1.9 mmol) and diisopropylethyl amine (490 mg, 3.8 mmol) in 1,2-dichloroethane (5 mL, anhydrous) at room temperature. After addition, the reaction mixture was stirred at 60° C. for 2 h under nitrogen. Solvent was removed in vacuo, residue was dissolved in methanol (10 mL) and was stirred...